From a dataset of the Open Reaction Database (ORD), a public repository of structured organic reaction records. describe an organic reaction: reactants, conditions, products, and yield Reactants: CO, COC(=O)Cc1cccc(OCCCl)c1, Cl, [Na+], [OH-]. Yields the product O=C(O)Cc1cccc(OCCCl)c1. Reaction SMILES: [CH3:19][OH:20].[Cl:1][CH2:2][CH2:3][O:4][c:5]1[cH:6][c:7]([CH2:11][C:12](=[O:13])[O:14][CH3:15])[cH:8][cH:9][cH:10]1.[ClH:18].[Na+:17].[OH-:16]>>[Cl:1][CH2:2][CH2:3][O:4][c:5]1[cH:6][c:7]([CH2:11][C:12](=[O:13])[OH:14])[cH:8][cH:9][cH:10]1. The reactants are ClCCOCCC(=O)O (3-(2-chloro-ethoxy)-propionic acid), S(=O)(Cl)Cl (thionyl chloride). The solvent is CN(C)C=O (DMF). Product: ClCCOCCC(=O)Cl (3-(2-chloro-ethoxy)-propionic acid-chloride). RXN SMILES: [Cl:1][CH2:2][CH2:3][O:4][CH2:5][CH2:6][C:7]([OH:9])=O.S(Cl)([Cl:12])=O>CN(C=O)C>[Cl:1][CH2:2][CH2:3][O:4][CH2:5][CH2:6][C:7]([Cl:12])=[O:9]. Procedure: Prepared analogously to Example 90c from 3-(2-chloro-ethoxy)-propionic acid and thionyl chloride with DMF. The reactants are BrCCO[Si](C)(C)C(C)(C)C ((2-bromoethoxy)-tert-butyldimethylsilane), ClC=1C=C(C=CC1)[C@@H]([C@H]1CN(CCC1)C(=O)OC(C)(C)C)O ((R)-tert-butyl 3-((R)-(3-chlorophenyl)(hydroxy)methyl)piperidine-1-carboxylate), [H-].[Na+] (NaH), oil. The solvent is C1CCOC1 (THF). Run at temperature 80 celsius. Yields the product [Si](C)(C)(C(C)(C)C)OCCO[C@H]([C@H]1CN(CCC1)C(=O)OC(C)(C)C)C1=CC(=CC=C1)Cl ((R)-tert-butyl 3-((R)-(2-(tert-butyldimethylsilyloxy)ethoxy)(3-chlorophenyl)methyl)piperidine-1-carboxylate). Reaction SMILES: [Cl:1][C:2]1[CH:3]=[C:4]([C@H:8]([OH:22])[C@@H:9]2[CH2:14][CH2:13][CH2:12][N:11]([C:15]([O:17][C:18]([CH3:21])([CH3:20])[CH3:19])=[O:16])[CH2:10]2)[CH:5]=[CH:6][CH:7]=1.[H-].[Na+].Br[CH2:26][CH2:27][O:28][Si:29]([C:32]([CH3:35])([CH3:34])[CH3:33])([CH3:31])[CH3:30]>C1COCC1>[Si:29]([O:28][CH2:27][CH2:26][O:22][C@@H:8]([C:4]1[CH:5]=[CH:6][CH:7]=[C:2]([Cl:1])[CH:3]=1)[C@@H:9]1[CH2:14][CH2:13][CH2:12][N:11]([C:15]([O:17][C:18]([CH3:19])([CH3:21])[CH3:20])=[O:16])[CH2:10]1)([C:32]([CH3:35])([CH3:34])[CH3:33])([CH3:31])[CH3:30] |f:1.2|. Procedure details: To a mixture of (R)-tert-butyl 3-((R)-(3-chlorophenyl)(hydroxy)methyl)piperidine-1-carboxylate (0.1964 g, 0.60 mmol, 1.0 equiv) and 60% NaH in oil (0.753 g, 18.8 mmol, 31 equiv) in THF (15 mL) was added (2-bromoethoxy)-tert-butyldimethylsilane (2.042 g, 8.5 mmol, 14 equiv). The resulting mixture was heated at 80° C. for 19 h and then quenched with water, extracted with EtOAc and dried over Na2SO4. After the solvent was removed, the crude product was used in the next step without further purifica... Yields the product C(CCCCCCCCCCC\C=C/CCCCCCCC)(=O)OCCOC(C1=CC=CC=C1)=O (2-Benzoyloxyethyl erucate). As a reaction SMILES: [C:1]([O:9][CH2:10][CH2:11][OH:12])(=[O:8])[C:2]1[CH:7]=[CH:6][CH:5]=[CH:4][CH:3]=1.[C:13](Cl)(=[O:35])[CH2:14][CH2:15][CH2:16][CH2:17][CH2:18][CH2:19][CH2:20][CH2:21][CH2:22][CH2:23][CH2:24]/[CH:25]=[CH:26]\[CH2:27][CH2:28][CH2:29][CH2:30][CH2:31][CH2:32][CH2:33][CH3:34]>>[C:13]([O:12][CH2:11][CH2:10][O:9][C:1](=[O:8])[C:2]1[CH:7]=[CH:6][CH:5]=[CH:4][CH:3]=1)(=[O:35])[CH2:14][CH2:15][CH2:16][CH2:17][CH2:18][CH2:19][CH2:20][CH2:21][CH2:22][CH2:23][CH2:24]/[CH:25]=[CH:26]\[CH2:27][CH2:28][CH2:29][CH2:30][CH2:31][CH2:32][CH2:33][CH3:34]. Starting materials: C(C1=CC=CC=C1)(=O)OCCO (ethylene glycol monobenzoate), C(CCCCCCCCCCC\C=C/CCCCCCCC)(=O)Cl (erucoyl chloride). Procedure: 2-Benzoyloxyethyl erucate was prepared by the procedure of Example 1 from 16 gms (0.1 mole) of ethylene glycol monobenzoate and 35.5 gms (0.1 mole) of erucoyl chloride. The structure of the final product was characterized on the basis of NMR and IR spectral analyses as described in Example 1. The reactants are ClC1=CC=C(S1)C(=O)O (5-Chlorothiophene-2-carboxylic acid), CN1CCOCC1 (NMM), Cl.COC([C@H]1N(C[C@H](C1)N)C(=O)OC(C)(C)C)=O (N-Boc-cis-4-Amino-L-proline methylester hydrochlorid), CN1CCOCC1 (NMM). Run in C(C)#N (acetonitrile), C(C)#N (acetonitrile). Run at temperature 25 celsius, time 30 minute. Yields the product COC(=O)[C@H]1N(C[C@H](C1)NC(=O)C=1SC(=CC1)Cl)C(=O)OC(C)(C)C ((2S,4S)-4-[(5-chloro-thiophene-2-carbonyl)-amino]-pyrrolidine-1,2-dicarboxylic acid 1-tert-butyl ester 2-methyl ester). The yield is 79.4%. As a reaction SMILES: Cl.[CH3:2][O:3][C:4](=[O:18])[C@@H:5]1[CH2:9][C@H:8]([NH2:10])[CH2:7][N:6]1[C:11]([O:13][C:14]([CH3:17])([CH3:16])[CH3:15])=[O:12].CN1CCOCC1.[Cl:26][C:27]1[S:31][C:30]([C:32](O)=[O:33])=[CH:29][CH:28]=1>C(#N)C>[CH3:2][O:3][C:4]([C@@H:5]1[CH2:9][C@H:8]([NH:10][C:32]([C:30]2[S:31][C:27]([Cl:26])=[CH:28][CH:29]=2)=[O:33])[CH2:7][N:6]1[C:11]([O:13][C:14]([CH3:15])([CH3:17])[CH3:16])=[O:12])=[O:18] |f:0.1|. Reported procedure: N-Boc-cis-4-Amino-L-proline methylester hydrochlorid (5 g) was dissolved in acetonitrile (25 ml) and suspended with NMM (1.2 g) for 15 min at 25° C. (Suspension A). 5-Chlorothiophene-2-carboxylic acid (5.184 g) was dissolved in acetonitrile (25 ml), NMM (2.4 g) and IBCF (4.865 g) were added to the solution. This solution was stirred for 30 min at 25° C. and then added to the above mentioned suspension A. The whole mixture was stirred for 24 h at 25° C. The mixture was then evaporated to dryness ... Reactants: CN1C(C(C2=CC=CC(=C12)/C=C/C(=O)OCC)(C)C)=O (ethyl (2E)-3-(1,3,3-trimethyl-2-oxo-2,3-dihydro-1H-indol-7-yl)acrylate), [OH-].[Na+] (NaOH), Cl (HCl). Solvent: CO (MeOH). Run at time 18 hour. Yields the product CN1C(C(C2=CC=CC(=C12)/C=C/C(=O)O)(C)C)=O ((2E)-3-(1,3,3-Trimethyl-2-oxo-2,3-dihydro-1H-indol-7-yl)acrylic acid). RXN SMILES: [CH3:1][N:2]1[C:10]2[C:5](=[CH:6][CH:7]=[CH:8][C:9]=2/[CH:11]=[CH:12]/[C:13]([O:15]CC)=[O:14])[C:4]([CH3:19])([CH3:18])[C:3]1=[O:20].[OH-].[Na+].Cl>CO>[CH3:1][N:2]1[C:10]2[C:5](=[CH:6][CH:7]=[CH:8][C:9]=2/[CH:11]=[CH:12]/[C:13]([OH:15])=[O:14])[C:4]([CH3:18])([CH3:19])[C:3]1=[O:20] |f:1.2|. Procedure: To a solution of ethyl (2E)-3-(1,3,3-trimethyl-2-oxo-2,3-dihydro-1H-indol-7-yl)acrylate (25 mg, 0.091 mmol) in MeOH (1 mL) was added 1 N aqueous NaOH (0.1 mL) and the resulting mixture was stirred at ambient temperature for 18 h. To the reaction mixture was added 1 N aqueous HCl (0.1 mL) and the resulting mixture was concentrated to dryness under reduced pressure to give the title compound. MS: m/z=246 (M+1). Starting materials: ClC1=C(N)C=C(C(=C1)C)S (2-chloro-4-methyl-5-mercaptoaniline), FC(CI)(F)F (2,2,2-trifluoroethyl iodide), C([O-])([O-])=O.[K+].[K+] (potassium carbonate). Run in CN(C=O)C (N,N-dimethylformamide). Run at time 16 hour. Product: ClC1=C(N)C=C(C(=C1)C)SCC(F)(F)F (2-chloro-4-methyl-5-(2,2,2-trifluoroethylthio)aniline). Isolated yield 97.5%. RXN SMILES: [Cl:1][C:2]1[CH:8]=[C:7]([CH3:9])[C:6]([SH:10])=[CH:5][C:3]=1[NH2:4].[F:11][C:12]([F:16])([F:15])[CH2:13]I.C(=O)([O-])[O-].[K+].[K+]>CN(C)C=O>[Cl:1][C:2]1[CH:8]=[C:7]([CH3:9])[C:6]([S:10][CH2:13][C:12]([F:16])([F:15])[F:11])=[CH:5][C:3]=1[NH2:4] |f:2.3.4|. Procedure details: A mixture of 9.4 g of 2-chloro-4-methyl-5-mercaptoaniline, 20 g of 2,2,2-trifluoroethyl iodide, 13 g of potassium carbonate and 200 ml of N,N-dimethylformamide was stirred at room temperature for 16 hours. The reaction mixture was concentrated under reduced pressure, water was added, and the mixture was extracted with toluene. The organic layer was washed with water and dried over anhydrous magnesium sulfate, and the solvent was distilled off under reduced pressure to obtain 13.5 g of 2-chloro-4... The reactants are COc1ccccc1CC(=O)O, CC1NC(=O)OC1c1ccccc1, CCCCCC, CCOC(C)=O, [Cl-], [Li]CCCC, [NH4+], C1CCOC1. Product: COc1ccccc1CC(=O)N1C(=O)OC(c2ccccc2)C1C. As a reaction SMILES: [CH3:19][O:20][c:21]1[c:22]([CH2:27][C:28](=[O:29])[OH:30])[cH:23][cH:24][cH:25][cH:26]1.[CH3:1][CH:2]1[NH:3][C:4](=[O:13])[O:5][CH:6]1[c:7]1[cH:8][cH:9][cH:10][cH:11][cH:12]1.[CH3:38][CH2:39][CH2:40][CH2:41][CH2:42][CH3:43].[CH3:44][CH2:45][O:46][C:47](=[O:48])[CH3:49].[Cl-:31].[Li:14][CH2:15][CH2:16][CH2:17][CH3:18].[NH4+:32].[O:33]1[CH2:34][CH2:35][CH2:36][CH2:37]1>>[CH3:1][CH:2]1[N:3]([C:28]([CH2:27][c:22]2[c:21]([O:20][CH3:19])[cH:26][cH:25][cH:24][cH:23]2)=[O:29])[C:4](=[O:13])[O:5][CH:6]1[c:7]1[cH:8][cH:9][cH:10][cH:11][cH:12]1. Reactants: C(=O)(O)[O-].[Na+] (NaHCO3), CN1C(=NN=C1C1=CC=CC=C1)C=O (4-methyl-5-phenyl-4H-1,2,4-triazole-3-carbaldehyde), N1=CC=CC=2CCCC(C12)NCCCCNC(OC(C)(C)C)=O (tert-butyl 4-(5,6,7,8-tetrahydroquinolin-8-ylamino)butylcarbamate), C(C)(=O)O[BH-](OC(C)=O)OC(C)=O.[Na+] (sodium triacetoxyborohydride). The reagents and catalysts are CC(=O)O (AcOH). Solvent: ClCCCl (1,2-dichloroethane). Reaction conditions: temperature 65 celsius, time 18 hour. The product is CN1C(=NN=C1C1=CC=CC=C1)CN(CCCCNC(OC(C)(C)C)=O)C1CCCC=2C=CC=NC12 (tert-butyl 4-(((4-methyl-5-phenyl-4H-1,2,4-triazol-3-yl)methyl)(5,6,7,8-tetrahydroquinolin-8-yl)amino)butylcarbamate). Reaction SMILES: [CH3:1][N:2]1[C:6]([C:7]2[CH:12]=[CH:11][CH:10]=[CH:9][CH:8]=2)=[N:5][N:4]=[C:3]1[CH:13]=O.[N:15]1[C:24]2[CH:23]([NH:25][CH2:26][CH2:27][CH2:28][CH2:29][NH:30][C:31](=[O:37])[O:32][C:33]([CH3:36])([CH3:35])[CH3:34])[CH2:22][CH2:21][CH2:20][C:19]=2[CH:18]=[CH:17][CH:16]=1.C(O[BH-](OC(=O)C)OC(=O)C)(=O)C.[Na+].C([O-])(O)=O.[Na+]>ClCCCl.CC(O)=O>[CH3:1][N:2]1[C:6]([C:7]2[CH:8]=[CH:9][CH:10]=[CH:11][CH:12]=2)=[N:5][N:4]=[C:3]1[CH2:13][N:25]([CH:23]1[C:24]2[N:15]=[CH:16][CH:17]=[CH:18][C:19]=2[CH2:20][CH2:21][CH2:22]1)[CH2:26][CH2:27][CH2:28][CH2:29][NH:30][C:31](=[O:37])[O:32][C:33]([CH3:36])([CH3:35])[CH3:34] |f:2.3,4.5|. Reported procedure: To a solution of 4-methyl-5-phenyl-4H-1,2,4-triazole-3-carbaldehyde, 36, (0.41 g, 2.20 mmol) in 1,2-dichloroethane (4 mL) was added tert-butyl 4-(5,6,7,8-tetrahydroquinolin-8-ylamino)butylcarbamate, 3, (0.76 g, 2.40 mmol), sodium triacetoxyborohydride (0.84 g, 3.95 mmol), and AcOH (10 drops). The reaction mixture was heated to 65° C. and stirred for 18 h. The reaction mixture was cooled to room temperature and poured into saturated aqueous NaHCO3 (15 mL) and extracted with ethyl acetate (2×10 mL...